From a dataset of the Open Reaction Database (ORD), a public repository of structured organic reaction records. describe an organic reaction: reactants, conditions, products, and yield Starting materials: C1COCCO1, Cn1c(COc2ccc(CC3SC(=O)N(C(c4ccccc4)(c4ccccc4)c4ccccc4)C3=O)cc2)cc2cccnc21, CC(=O)O, O. Product: Cn1c(COc2ccc(CC3SC(=O)NC3=O)cc2)cc2cccnc21. Reaction SMILES: [CH2:51]1[O:52][CH2:53][CH2:54][O:55][CH2:56]1.[CH3:1][n:2]1[c:3]([CH2:11][O:12][c:13]2[cH:14][cH:15][c:16]([CH2:17][CH:18]3[C:19](=[O:43])[N:20]([C:24]([c:25]4[cH:26][cH:27][cH:28][cH:29][cH:30]4)([c:31]4[cH:32][cH:33][cH:34][cH:35][cH:36]4)[c:37]4[cH:38][cH:39][cH:40][cH:41][cH:42]4)[C:21](=[O:23])[S:22]3)[cH:44][cH:45]2)[cH:4][c:5]2[cH:6][cH:7][cH:8][n:9][c:10]12.[CH3:46][C:47](=[O:48])[OH:49].[OH2:50]>>[CH3:1][n:2]1[c:3]([CH2:11][O:12][c:13]2[cH:14][cH:15][c:16]([CH2:17][CH:18]3[C:19](=[O:43])[NH:20][C:21](=[O:23])[S:22]3)[cH:44][cH:45]2)[cH:4][c:5]2[cH:6][cH:7][cH:8][n:9][c:10]12. Starting materials: ClC=1C2=C(N=C(N1)C1=CC(=CC=C1)Cl)CCC2 (4-chloro-2-(3-chlorophenyl)-6,7-dihydro-5H-cyclopenta[d]pyrimidine), NC1=CC=C(C=C1)CC(C)=O (1-(4-aminophenyl)propan-2-one). Yields the product ClC=1C=C(C=CC1)C=1N=C(C2=C(N1)CCC2)NC2=CC=C(C=C2)CC(C)=O (1-(4-((2-(3-Chlorophenyl)-6,7-dihydro-5H-cyclopenta[d]pyrimidin-4-yl)amino)phenyl)propan-2-one). Isolated yield 59.4%. As a reaction SMILES: Cl[C:2]1[C:3]2[CH2:17][CH2:16][CH2:15][C:4]=2[N:5]=[C:6]([C:8]2[CH:13]=[CH:12][CH:11]=[C:10]([Cl:14])[CH:9]=2)[N:7]=1.[NH2:18][C:19]1[CH:24]=[CH:23][C:22]([CH2:25][C:26](=[O:28])[CH3:27])=[CH:21][CH:20]=1>>[Cl:14][C:10]1[CH:9]=[C:8]([C:6]2[N:7]=[C:2]([NH:18][C:19]3[CH:20]=[CH:21][C:22]([CH2:25][C:26](=[O:28])[CH3:27])=[CH:23][CH:24]=3)[C:3]3[CH2:17][CH2:16][CH2:15][C:4]=3[N:5]=2)[CH:13]=[CH:12][CH:11]=1. Procedure details: Following general procedure B1, 4-chloro-2-(3-chlorophenyl)-6,7-dihydro-5H-cyclopenta[d]pyrimidine (0.140 g, 0.53 mmol) was reacted with 1-(4-aminophenyl)propan-2-one (0.094 g, 0.63 mmol) to afford the title compound (0.119 g, 60%) as a light yellow solid. MW=377.87. 1H NMR (DMSO-d6, 500 MHz) δ 8.84 (s, 1H), 8.29-8.22 (m, 2H), 7.75 (d, J=8.5 Hz, 2H), 7.55-7.48 (m, 2H), 7.20 (d, J=8.5 Hz, 2H), 3.74 (s, 2H), 2.94-2.84 (m, 4H), 2.15 (s, 3H), 2.14-2.06 (m, 2H); APCI MS m/z 378 [M+H]+.